Dataset: the Open Reaction Database (ORD), a public repository of structured organic reaction records. Task: describe an organic reaction: reactants, conditions, products, and yield Starting materials: BrC=1C=C(C=NC1)C(=O)C1=CN(C2=C1C=NC=C2)C(C)C ((5-bromopyridin-3-yl)(1-isopropyl-1H-pyrrolo[3,2-c]pyridin-3-yl)methanone), N (ammonia), CuSO4.5H2O. Run at temperature 130 celsius. Product: NC=1C=C(C=NC1)C(=O)C1=CN(C2=C1C=NC=C2)C(C)C ((5-aminopyridin-3-yl)(1-isopropyl-1H-pyrrolo[3,2-c]pyridin-3-yl)methanone). Yield: 60.0%. RXN SMILES: Br[C:2]1[CH:3]=[C:4]([C:8]([C:10]2[C:14]3[CH:15]=[N:16][CH:17]=[CH:18][C:13]=3[N:12]([CH:19]([CH3:21])[CH3:20])[CH:11]=2)=[O:9])[CH:5]=[N:6][CH:7]=1.[NH3:22]>>[NH2:22][C:2]1[CH:3]=[C:4]([C:8]([C:10]2[C:14]3[CH:15]=[N:16][CH:17]=[CH:18][C:13]=3[N:12]([CH:19]([CH3:21])[CH3:20])[CH:11]=2)=[O:9])[CH:5]=[N:6][CH:7]=1. Procedure details: To a mixture of (5-bromopyridin-3-yl)(1-isopropyl-1H-pyrrolo[3,2-c]pyridin-3-yl)methanone (Preparation 37, 4.3 g, 12.5 mmol) in aqueous 880 ammonia (65 mL) was added CuSO4.5H2O (936 mg, 3.75 mmol) and the reaction was heated at 130° C. in an autoclave for 18 hours. The reaction was extracted into DCM and the organic layer collected, filtered, dried over sodium sulphate and concentrated in vacuo. The residue was purified through alumina eluting with 1-3% MeOH in DCM to afford the title compound a... Product: [N-]=[N+]=NCc1ccccc1-c1cccc(OCc2ccccc2)c1. The reactants are OCc1ccccc1-c1cccc(OCc2ccccc2)c1, Cc1ccccc1, C1CCC2=NCCCN2CC1, [N-]=[N+]=NP(=O)(c1ccccc1)c1ccccc1. RXN SMILES: [CH2:1]([c:2]1[cH:3][cH:4][cH:5][cH:6][cH:7]1)[O:8][c:9]1[cH:10][c:11](-[c:15]2[c:16]([CH2:21][OH:22])[cH:17][cH:18][cH:19][cH:20]2)[cH:12][cH:13][cH:14]1.[CH3:51][c:52]1[cH:53][cH:54][cH:55][cH:56][cH:57]1.[N:40]12[CH2:41][CH2:42][CH2:43][N:44]=[C:45]1[CH2:46][CH2:47][CH2:48][CH2:49][CH2:50]2.[c:23]1([P:24]([c:25]2[cH:26][cH:27][cH:28][cH:29][cH:30]2)(=[O:31])[N:37]=[N+:38]=[N-:39])[cH:32][cH:33][cH:34][cH:35][cH:36]1>>[CH2:1]([c:2]1[cH:3][cH:4][cH:5][cH:6][cH:7]1)[O:8][c:9]1[cH:10][c:11](-[c:15]2[c:16]([CH2:21][N:37]=[N+:38]=[N-:39])[cH:17][cH:18][cH:19][cH:20]2)[cH:12][cH:13][cH:14]1.